describe an organic reaction: reactants, conditions, products, and yield From a dataset of the Open Reaction Database (ORD), a public repository of structured organic reaction records. The reactants are C(C)(=O)NN (acetic hydrazide), ClC(=O)OCC(C)C (Isobutyl chloroformate), C(C)(C)(C)OC(=O)N1CC(CC1)C(=O)O (1-(tert-butoxycarbonyl)pyrrolidine-3-carboxylic acid), CN1CCOCC1 (4-methylmorpholine). The solvent is C1CCOC1 (THF). Conditions: time 15 minute. Product: C(C)(=O)NNC(=O)C1CN(CC1)C(=O)OC(C)(C)C (tert-butyl 3-[(2-acetylhydrazino)carbonyl]pyrrolidine-1-carboxylate). As a reaction SMILES: ClC(OCC(C)C)=O.[C:9]([O:13][C:14]([N:16]1[CH2:20][CH2:19][CH:18]([C:21]([OH:23])=O)[CH2:17]1)=[O:15])([CH3:12])([CH3:11])[CH3:10].CN1CCOCC1.[C:31]([NH:34][NH2:35])(=[O:33])[CH3:32]>C1COCC1>[C:31]([NH:34][NH:35][C:21]([CH:18]1[CH2:19][CH2:20][N:16]([C:14]([O:13][C:9]([CH3:10])([CH3:11])[CH3:12])=[O:15])[CH2:17]1)=[O:23])(=[O:33])[CH3:32]. Procedure details: Isobutyl chloroformate (152 μL, 1.16 mmol) was added to a stirred solution of 1-(tert-butoxycarbonyl)pyrrolidine-3-carboxylic acid (237 mg, 1.10 mmol) and 4-methylmorpholine (182 μL, 1.65 mmol) in THF (5.50 mL) at −78° C. After 15 min, added acetic hydrazide (2.0 mg, 1.10 mmol), and the resulting mixture was warmed slowly to rt. After 1 h, the reaction mixture was quenched with 0.5 M HCl and extracted with EtOAc. The combined organics were dried (sodium sulfate) and concentrated in vacuo to affo... Reactants: ClC1=C(C=CC(=C1)F)C=1C(=NN(C1C(O)C1=C(C=C(C=C1)F)F)C)C (4-(2-Chloro-4-fluorophenyl)-α-(2,4-difluorophenyl)-1,3-dimethyl-1H-pyrazole-5-methanol), [Cr](=O)(=O)([O-])O[Cr](=O)(=O)[O-].[NH+]1=CC=CC=C1.[NH+]1=CC=CC=C1 (pyridinium dichromate). Run in ClCCl (dichloromethane). Reaction conditions: time 16 hour. Yields the product ClC1=C(C=CC(=C1)F)C=1C(=NN(C1C(=O)C1=C(C=C(C=C1)F)F)C)C ([4-(2-Chloro-4-fluorophenyl)-1,3-dimethyl-1H-pyrazol-5-yl](2,4-difluorophenyl)methanone). As a reaction SMILES: [Cl:1][C:2]1[CH:7]=[C:6]([F:8])[CH:5]=[CH:4][C:3]=1[C:9]1[C:10]([CH3:25])=[N:11][N:12]([CH3:24])[C:13]=1[CH:14]([C:16]1[CH:21]=[CH:20][C:19]([F:22])=[CH:18][C:17]=1[F:23])[OH:15].[Cr](O[Cr]([O-])(=O)=O)([O-])(=O)=O.[NH+]1C=CC=CC=1.[NH+]1C=CC=CC=1>ClCCl>[Cl:1][C:2]1[CH:7]=[C:6]([F:8])[CH:5]=[CH:4][C:3]=1[C:9]1[C:10]([CH3:25])=[N:11][N:12]([CH3:24])[C:13]=1[C:14]([C:16]1[CH:21]=[CH:20][C:19]([F:22])=[CH:18][C:17]=1[F:23])=[O:15] |f:1.2.3|. Reported procedure: 4-(2-Chloro-4-fluorophenyl)-α-(2,4-difluorophenyl)-1,3-dimethyl-1H-pyrazole-5-methanol (i.e. the product of Synthesis Example 6) (90 mg, 0.25 mmol) was dissolved in dichloromethane (8 mL), and pyridinium dichromate (113 mg, 0.3 mmol) was added in one portion. The reaction mixture was stirred at ambient temperature for 16 h, and then the reaction mixture was partitioned between water (5 mL) and dichloromethane (5 mL). The organic phase was washed with additional water (5 mL) and with brine (5 mL)...